Dataset: the Open Reaction Database (ORD), a public repository of structured organic reaction records. Task: describe an organic reaction: reactants, conditions, products, and yield Starting materials: N(=[N+]=[N-])C1CCC=2N(C3=CC=CC=C3C2CC(=O)OCCC)C1 (propyl (7-azido-6,7,8,9-tetrahydropyrido[1,2-α]indol-10-yl)acetate), C(C#C)OC1=CC=CC=C1 (phenyl prop-2-yn-1-yl ether). Yields the product O(C1=CC=CC=C1)CC=1N=NN(C1)C1CCC=2N(C3=CC=CC=C3C2CC(=O)O)C1 ([7-(4-Phenoxymethyl-[1,2,3]triazol-1-yl)-6,7,8,9-tetrahydropyrido[1,2-α]indol-10-yl]-acetic acid). Reaction SMILES: [N:1]([CH:4]1[CH2:23][N:8]2[C:9]3[C:14]([C:15]([CH2:16][C:17]([O:19]CCC)=[O:18])=[C:7]2[CH2:6][CH2:5]1)=[CH:13][CH:12]=[CH:11][CH:10]=3)=[N+:2]=[N-:3].[CH2:24]([O:27][C:28]1[CH:33]=[CH:32][CH:31]=[CH:30][CH:29]=1)[C:25]#[CH:26]>>[O:27]([CH2:24][C:25]1[N:3]=[N:2][N:1]([CH:4]2[CH2:23][N:8]3[C:9]4[C:14]([C:15]([CH2:16][C:17]([OH:19])=[O:18])=[C:7]3[CH2:6][CH2:5]2)=[CH:13][CH:12]=[CH:11][CH:10]=4)[CH:26]=1)[C:28]1[CH:33]=[CH:32][CH:31]=[CH:30][CH:29]=1. Procedure details: The title compound was prepared using procedures described in EXAMPLE 1 from propyl (7-azido-6,7,8,9-tetrahydropyrido[1,2-α]indol-10-yl)acetate and phenyl prop-2-yn-1-yl ether. MS (+ESI) m/z: 403.2. Reaction SMILES: Cl[C:2]1[N:3]=[CH:4][C:5]2[N:11]([CH3:12])[C:10](=[O:13])[C:9]([F:15])([F:14])[CH2:8][N:7]([CH:16]([CH3:18])[CH3:17])[C:6]=2[N:19]=1.[NH2:20][C:21]1[CH:29]=[CH:28][C:24]([C:25]([OH:27])=[O:26])=[CH:23][C:22]=1[O:30][CH3:31]>C(O)C.O.Cl>[F:14][C:9]1([F:15])[CH2:8][N:7]([CH:16]([CH3:18])[CH3:17])[C:6]2[N:19]=[C:2]([NH:20][C:21]3[CH:29]=[CH:28][C:24]([C:25]([OH:27])=[O:26])=[CH:23][C:22]=3[O:30][CH3:31])[N:3]=[CH:4][C:5]=2[N:11]([CH3:12])[C:10]1=[O:13] |f:2.3.4|. Yields the product FC1(C(N(C2=C(N(C1)C(C)C)N=C(N=C2)NC2=C(C=C(C(=O)O)C=C2)OC)C)=O)F (4-(7,7-difluoro-9-isopropyl-5-methyl-6-oxo-6,7,8,9-tetrahydro-5H-pyrimido[4,5-b][1,4]diazepin-2-ylamino)-3-methoxy-benzoic acid). Reported procedure: A mixture of 0.5 g (0.0017 mole) of 2-chloro-7,7-difluoro-9-isopropyl-5-methyl-5,7,8,9-tetrahydro-pyrimido[4,5-b][1,4]diazepin-6-one (VII-292b) and 0.35 g (0.002 mole) of 4-amino-3-methoxy-benzoic acid in 20 mL of ethanol-water-hydrochloric acid (20:80:1) was refluxed for 18 hours, then cooled and partially concentrated under reduced pressure. The resulting solid was collected by filtration, washed with 0.5M hydrochloric acid and water and dried to give 0.40 g of 4-(7,7-difluoro-9-isopropyl-5-me... Starting materials: ClC=1N=CC2=C(N(CC(C(N2C)=O)(F)F)C(C)C)N1 (2-chloro-7,7-difluoro-9-isopropyl-5-methyl-5,7,8,9-tetrahydro-pyrimido[4,5-b][1,4]diazepin-6-one), NC1=C(C=C(C(=O)O)C=C1)OC (4-amino-3-methoxy-benzoic acid). The yield is 55.8%. The solvent is C(C)O.O.Cl (ethanol water hydrochloric acid). The reactants are IC=1C=CC(=NC1)NS(=O)(=O)C1=CC=C(C=C1)C (N-(5-iodopyridin-2-yl)-4-methylbenzenesulfonamide), BrC(C)C(CC)=O (2-bromopentan-3-one), C(C)(C)N(C(C)C)CC (N,N-diisopropylethylamine). Solvent: C1CCOC1 (THF). Reaction conditions: time 16 hour. The product is IC=1C=CC(N(C1)C(C)C(CC)=O)=NS(=O)(=O)C1=CC=C(C=C1)C (N-(5-Iodo-1-(3-oxopentan-2-yl)pyridin-2(1H)-ylidene)-4-methylbenzenesulfonamide). Yield: 43.5%. Reaction SMILES: [I:1][C:2]1[CH:3]=[CH:4][C:5]([NH:8][S:9]([C:12]2[CH:17]=[CH:16][C:15]([CH3:18])=[CH:14][CH:13]=2)(=[O:11])=[O:10])=[N:6][CH:7]=1.Br[CH:20]([C:22](=[O:25])[CH2:23][CH3:24])[CH3:21].C(N(CC)C(C)C)(C)C>C1COCC1>[I:1][C:2]1[CH:3]=[CH:4][C:5](=[N:8][S:9]([C:12]2[CH:17]=[CH:16][C:15]([CH3:18])=[CH:14][CH:13]=2)(=[O:11])=[O:10])[N:6]([CH:20]([C:22](=[O:25])[CH2:23][CH3:24])[CH3:21])[CH:7]=1. Reported procedure: To a stirred solution of N-(5-iodopyridin-2-yl)-4-methylbenzenesulfonamide (3 g) and 2-bromopentan-3-one (3.3 g) in THF (50 ml) was added N,N-diisopropylethylamine (5.6 ml) at 0° C., and the resulting mixture was stirred at room temperature for 16 h. The reaction mixture was concentrated in vacuo, poured into saturated NaHCO3 solution and extracted with EtOAc. The extract was washed with brine, dried over Na2SO4, concentrated in vacuo and purified by silica gel column chromatography (hexane/EtOA... Yields the product O=C(O)c1cc(NC(=O)C2CCCCC2)ccc1Cl. Reaction SMILES: [CH2:21]1[O:22][CH2:23][CH2:24][CH2:25]1.[CH:12]1([C:18](=[O:19])[Cl:20])[CH2:13][CH2:14][CH2:15][CH2:16][CH2:17]1.[NH2:1][c:2]1[cH:3][cH:4][c:5]([Cl:11])[c:6]([C:7](=[O:8])[OH:9])[cH:10]1>>[NH:1]([c:2]1[cH:3][cH:4][c:5]([Cl:11])[c:6]([C:7](=[O:8])[OH:9])[cH:10]1)[C:18]([CH:12]1[CH2:13][CH2:14][CH2:15][CH2:16][CH2:17]1)=[O:19]. Reactants: C1CCOC1, O=C(Cl)C1CCCCC1, Nc1ccc(Cl)c(C(=O)O)c1. The reactants are ClC(Cl)(OC(OC(Cl)(Cl)Cl)=O)Cl (triphosgene), CO (Methanol), COC=1C=C2C(=NC=NC2=CC1OC)OC1=CC=C(N)C=C1 (4-[(6,7-Dimethoxy-4-quinazolinyl)oxy]aniline), Cl.C(C#C)N (propargylamine hydrochloride). Run in C(C)N(CC)CC (triethylamine), C(Cl)(Cl)Cl (chloroform), C(Cl)(Cl)Cl (chloroform). Conditions: time 30 minute. Yields the product COC=1C=C2C(=NC=NC2=CC1OC)OC1=CC=C(C=C1)NC(=O)NCC#C (N-{4-[(6,7-Dimethoxy-4-quinazolinyl)-oxy]phenyl}-N′-(2-propynyl)urea). The yield is 40.9%. Reaction SMILES: [CH3:1][O:2][C:3]1[CH:4]=[C:5]2[C:10](=[CH:11][C:12]=1[O:13][CH3:14])[N:9]=[CH:8][N:7]=[C:6]2[O:15][C:16]1[CH:22]=[CH:21][C:19]([NH2:20])=[CH:18][CH:17]=1.ClC(Cl)(O[C:27](=[O:33])OC(Cl)(Cl)Cl)Cl.Cl.[CH2:36]([NH2:39])[C:37]#[CH:38].CO>C(Cl)(Cl)Cl.C(N(CC)CC)C>[CH3:1][O:2][C:3]1[CH:4]=[C:5]2[C:10](=[CH:11][C:12]=1[O:13][CH3:14])[N:9]=[CH:8][N:7]=[C:6]2[O:15][C:16]1[CH:22]=[CH:21][C:19]([NH:20][C:27]([NH:39][CH2:36][C:37]#[CH:38])=[O:33])=[CH:18][CH:17]=1 |f:2.3|. Procedure details: 4-[(6,7-Dimethoxy-4-quinazolinyl)oxy]aniline (50 mg) was dissolved in chloroform (3 ml) and triethylamine (0.2 ml), and a solution of triphosgene (50 mg) in chloroform was then added to the solution. The mixture was stirred at room temperature for 30 min. Next, propargylamine hydrochloride (31 mg) was added to the reaction solution, and the mixture was stirred at room temperature overnight. Methanol was added to the reaction solution, and the mixture was purified by HPLC by development with chlo... Reactants: ClC(=O)OCC1=CC=CC=C1 (benzyl chloroformate), C(C)N(CC(=O)O)CP(=O)(O)O (Ethyl N-phosphonomethylglycine), ClC(=O)OCC1=CC=CC=C1 (benzyl chloroformate), C([O-])([O-])=O.[Na+].[Na+] (sodium carbonate), Cl (hydrochloric acid), C(=O)(OCC1=CC=CC=C1)N(CC(=O)OCC)CP(=O)(O)O (ehtyl N-carbobenzoxy-N-phosphonomethylglycinate). Solvent: O (water). Yields the product C(=O)(OCC1=CC=CC=C1)N(CC(=O)OCC)CP(=O)(OCl)OCl (ethyl N-carbobenzoxy-N-(dichlorophosphonomethyl)glycinate). As a reaction SMILES: C(N(CP(O)(O)=O)CC(O)=O)C.[Cl:13]C(OCC1C=CC=CC=1)=O.C(=O)([O-])[O-].[Na+].[Na+].[ClH:30].[C:31]([N:41]([CH2:48][P:49]([OH:52])([OH:51])=[O:50])[CH2:42][C:43]([O:45][CH2:46][CH3:47])=[O:44])([O:33][CH2:34][C:35]1[CH:40]=[CH:39][CH:38]=[CH:37][CH:36]=1)=[O:32]>O>[C:31]([N:41]([CH2:48][P:49]([O:51][Cl:13])([O:52][Cl:30])=[O:50])[CH2:42][C:43]([O:45][CH2:46][CH3:47])=[O:44])([O:33][CH2:34][C:35]1[CH:36]=[CH:37][CH:38]=[CH:39][CH:40]=1)=[O:32] |f:2.3.4|. Procedure: Ethyl N-phosphonomethylglycine (9.85 g., 0.05 mole) and benzyl chloroformate (9.4 g., 0.05 mole) were dissolved in 50 ml. of water and sodium carbonate (7.95 g., 0.075 mole) was added over a 1/2 hour period. The solution was stirred until all of the benzyl chloroformate had reacted. Concentrated hydrochloric acid (12.5 ml) was then added. Upon standing ehtyl N-carbobenzoxy-N-phosphonomethylglycinate separated as an oil. The oil was then dried in a vacuum dessicator over phosphorus pentoxide at 0... Product: C12(CC3CC(CC(C1)C3)C2)COC2=C(C=C(C(=O)N)C=C2)C2CC2 (4-(adamantan-1-ylmethoxy)-3-cyclopropylbenzamide), solid. Reaction SMILES: [C:1]12([CH2:11][O:12][C:13]3[CH:20]=[CH:19][C:16]([C:17]#[N:18])=[CH:15][C:14]=3[C:21]3C(OC)=NC=[CH:25][CH:26]=3)[CH2:10][CH:5]3[CH2:6][CH:7]([CH2:9][CH:3]([CH2:4]3)[CH2:2]1)[CH2:8]2.C12(C[O:40]C3C=CC(C#N)=CC=3C3CC3)CC3CC(CC(C3)C1)C2>>[C:1]12([CH2:11][O:12][C:13]3[CH:20]=[CH:19][C:16]([C:17]([NH2:18])=[O:40])=[CH:15][C:14]=3[CH:21]3[CH2:26][CH2:25]3)[CH2:2][CH:3]3[CH2:9][CH:7]([CH2:6][CH:5]([CH2:4]3)[CH2:10]1)[CH2:8]2. Procedure: Following the procedure as described in Example 38 step 3 and making variations as required to replace 4-(adamantan-1-ylmethoxy)-3-(2-methoxypyridin-3-yl)benzonitrile with 4-(adamantan-1-ylmethoxy)-3-cyclopropylbenzonitrile, the title compound was obtained as a colorless solid (0.48 g, 97%): 1H NMR (300 MHz, CDCl3) δ 7.57-7.53 (m, 1H), 7.37-7.35 (m, 1H), 6.81-6.76 (m, 1H), 5.69 (br s, 2H), 3.55 (s, 2H), 2.19-2.09 (m, 1H), 2.04 (br s, 3H), 1.90-1.67 (m, 12H), 0.98-0.91 (m, 2H), 0.73-0.66 (m, 2H);... Yield: 97.0%. The reactants are C12(CC3CC(CC(C1)C3)C2)COC2=C(C=C(C#N)C=C2)C=2C(=NC=CC2)OC (4-(adamantan-1-ylmethoxy)-3-(2-methoxypyridin-3-yl)benzonitrile), C12(CC3CC(CC(C1)C3)C2)COC2=C(C=C(C#N)C=C2)C2CC2 (4-(adamantan-1-ylmethoxy)-3-cyclopropylbenzonitrile).